The task is: describe an organic reaction: reactants, conditions, products, and yield. This data is from the Open Reaction Database (ORD), a public repository of structured organic reaction records. The reactants are CC(=O)C (acetone), CC=1SC=C(N1)C (2.4-dimethylthiazole), O1CCOCC1 (dioxane), BrCCO (2-bromoethanol). The solvent is CCOCC (ether). Run at time 0.5 hour. The product is [Br-].OCC[N+]1=C(SC=C1C)C (N-[(2-hydroxy)ethyl]-2,4-dimethylthiazolium bromide). Reaction SMILES: [CH3:1][C:2]1[S:3][CH:4]=[C:5]([CH3:7])[N:6]=1.[O:8]1CCO[CH2:10][CH2:9]1.[Br:14]CCO.CC(C)=O>CCOCC>[Br-:14].[OH:8][CH2:9][CH2:10][N+:6]1[C:5]([CH3:7])=[CH:4][S:3][C:2]=1[CH3:1] |f:5.6|. Procedure details: To the mixture of 2.4-dimethylthiazole (26.0 g) and dioxane (30 ml) was added 2-bromoethanol (40 g), and the resulting mixture was heated under reflux for 5 hours. To the mixture left standing at room temperature for about 0.5 hour was added acetone (150 ml) with stirring to give pale yellowish white solids. To the mixture was further added ether (150 ml), and the resulting powdery crystals were collected by filtration, washed with acetone and dried under reduced pressure. Reactants: CO, C[O-], CNS(=O)(=O)Nc1ncccc1C(=O)OC, Cl, [Na+], O. Product: CN1C(=O)c2cccnc2NS1(=O)=O. RXN SMILES: [CH3:17][OH:18].[CH3:19][O-:20].[CH3:1][NH:2][S:3](=[O:4])(=[O:5])[NH:6][c:7]1[n:8][cH:9][cH:10][cH:11][c:12]1[C:13]([O:15][CH3:14])=[O:16].[ClH:22].[Na+:21].[OH2:23]>>[CH3:1][N:2]1[S:3](=[O:4])(=[O:5])[NH:6][c:7]2[n:8][cH:9][cH:10][cH:11][c:12]2[C:13]1=[O:15]. The reactants are O=C1CCC(=O)N1Br, CS(C)=O, CCC(CC)c1cc(C)nc2c(-c3sccc3Cl)c(C)nn12, ClCCl. Yields the product CCC(CC)c1cc(C)nc2c(-c3sc(Br)cc3Cl)c(C)nn12. As a reaction SMILES: [Br:23][N:24]1[C:25](=[O:26])[CH2:27][CH2:28][C:29]1=[O:30].[CH3:31][S:32]([CH3:33])=[O:34].[Cl:1][c:2]1[c:3](-[c:7]2[c:8]([CH3:22])[n:9][n:10]3[c:11]2[n:12][c:13]([CH3:21])[cH:14][c:15]3[CH:16]([CH2:17][CH3:18])[CH2:19][CH3:20])[s:4][cH:5][cH:6]1.[Cl:35][CH2:36][Cl:37]>>[Cl:1][c:2]1[c:3](-[c:7]2[c:8]([CH3:22])[n:9][n:10]3[c:11]2[n:12][c:13]([CH3:21])[cH:14][c:15]3[CH:16]([CH2:17][CH3:18])[CH2:19][CH3:20])[s:4][c:5]([Br:23])[cH:6]1. Reactants: C1=CC=CC=2SCC3C(C21)(CC=CC3)C(=O)O (6,6a,7,10-Tetrahydro-10aH-dibenzo[b,d]thiopyran-10a-carboxylic acid). Reagents/catalysts: [Pd] (palladium on charcoal). Solvent: CO (methanol). Yields the product C1=CC=CC=2SCC3C(C21)(CCCC3)C(=O)O (6,6a,7,8,9,10-hexahydro-10aH-dibenzo[b,d]thiopyran-10a-carboxylic acid). Isolated yield 79.8%. As a reaction SMILES: [CH:1]1[C:10]2[C:9]3([C:15]([OH:17])=[O:16])[CH2:11][CH:12]=[CH:13][CH2:14][CH:8]3[CH2:7][S:6][C:5]=2[CH:4]=[CH:3][CH:2]=1>CO.[Pd]>[CH:1]1[C:10]2[C:9]3([C:15]([OH:17])=[O:16])[CH2:11][CH2:12][CH2:13][CH2:14][CH:8]3[CH2:7][S:6][C:5]=2[CH:4]=[CH:3][CH:2]=1. Procedure details: To a solution of the product from Example 19 (4.35 g) in methanol (100 ml) was added palladium on charcoal 5%, 0.5 g). The solution was hydrogenated (50 psi) and the suspension filtered through Hyflow. Evaporation of solvent gave the title compound as a colorless crystalline solid (3.5 g). Treatment of the catalyst residue with hot methanol afforded the remaining of the title compound (0.8 g), mp 200°-203° C. The reactants are C(C)(C)(C)OC(=O)N1C[C@@H]([C@H](C1)C=CC1=CC=CC=C1)O ((3R,4S)-N-tert-butoxycarbonyl-3-hydroxy-4-(2-phenylethenyl)-pyrrolidine), Purine Nucleoside, C(C)(C)(C)OC(=O)N1C[C@@H]([C@H](C1)C=CC1=CC=CC=C1)O ((3R,4S)-N-tert-butoxycarbonyl-3-hydroxy-4-(2-phenylethenyl)-pyrrolidine), [Br-].C(C1=CC=CC=C1)[P+](C1=CC=CC=C1)(C1=CC=CC=C1)C1=CC=CC=C1 (benzyltriphenylphosphonium bromide), [Li]CCCC (BuLi), aldehyde. The reagents and catalysts are [Pd] (Pd/C). Run in C(C)O (ethanol), C1CCOC1 (THF), C1CCOC1 (THF), C1CCOC1 (THF). Run at temperature 0 celsius. Yields the product C(C)(C)(C)OC(=O)N1C[C@@H]([C@H](C1)CCC1=CC=CC=C1)O ((3R,4S)-N-tert-butoxycarbonyl-3-hydroxy-4-(2-phenylethyl)pyrrolidine). As a reaction SMILES: [Br-].C([P+](C1C=CC=CC=1)(C1C=CC=CC=1)C1C=CC=CC=1)C1C=CC=CC=1.[Li]CCCC.[C:33]([O:37][C:38]([N:40]1[CH2:44][C@H:43]([CH:45]=[CH:46][C:47]2[CH:52]=[CH:51][CH:50]=[CH:49][CH:48]=2)[C@@H:42]([OH:53])[CH2:41]1)=[O:39])([CH3:36])([CH3:35])[CH3:34]>C1COCC1.C(O)C.[Pd]>[C:33]([O:37][C:38]([N:40]1[CH2:44][C@H:43]([CH2:45][CH2:46][C:47]2[CH:52]=[CH:51][CH:50]=[CH:49][CH:48]=2)[C@@H:42]([OH:53])[CH2:41]1)=[O:39])([CH3:36])([CH3:34])[CH3:35] |f:0.1|. Reported procedure: To a suspension of benzyltriphenylphosphonium bromide (1.75 g, 4.97 mmol) in dry THF (10 mL) under argon at 0° C. was added 1.6 M BuLi in THF (2.33 mL, 3.73 mmol) and the deep red solution left stirring without cooling for 10 min. After re-cooling to 0° C., the aldehyde 46 (335 mg, 1.56 mmol) [G. B. Evans, R. H. Fumeaux, A. Lewandowicz, V. L. Schramm, and P. C. Tyler, Second-Generation Transition State Analogues of Human Purine Nucleoside Phosphorylase, J. Med. Chem., 46 (2003) 5271-5276] in THF...